From a dataset of the Open Reaction Database (ORD), a public repository of structured organic reaction records. describe an organic reaction: reactants, conditions, products, and yield Yield: 61.5%. Run in C(C)O (ethanol). Product: NCCS(=O)(=O)NC1=CC=C(C=C1)OC (2-amino-N-(4-methoxyphenyl)ethanesulfonamide). Reported procedure: A solution comprised of benzyl 2-(4-methoxyphenylsulfamoyl)ethylcarbamate (2.78 g, 7.63 mmol), prepared as in Reference 1, in ethanol (20 mL) and cyclohexene (20 mL) was treated with 20% palladium hydroxide (0.95 g). The mixture was heated at reflux for 2 hours, cooled, and concentrated to dryness. The solid was triturated with ether, filtered and dried to provide 2-amino-N-(4-methoxyphenyl)ethanesulfonamide (1.08 grams, 61% yield). 1H NMR (DMSO-d6): 2.86 (2H, t, J=6.4 Hz); 3.04 (2H, t, J=6.4 Hz... As a reaction SMILES: [CH3:1][O:2][C:3]1[CH:8]=[CH:7][C:6]([NH:9][S:10]([CH2:13][CH2:14][NH:15]C(=O)OCC2C=CC=CC=2)(=[O:12])=[O:11])=[CH:5][CH:4]=1.C1CCCCC=1>C(O)C.[OH-].[Pd+2].[OH-]>[NH2:15][CH2:14][CH2:13][S:10]([NH:9][C:6]1[CH:7]=[CH:8][C:3]([O:2][CH3:1])=[CH:4][CH:5]=1)(=[O:11])=[O:12] |f:3.4.5|. Reagents/catalysts: [OH-].[Pd+2].[OH-] (palladium hydroxide). Starting materials: COC1=CC=C(C=C1)NS(=O)(=O)CCNC(OCC1=CC=CC=C1)=O (benzyl 2-(4-methoxyphenylsulfamoyl)ethylcarbamate), C1=CCCCC1 (cyclohexene).